From a dataset of the Open Reaction Database (ORD), a public repository of structured organic reaction records. describe an organic reaction: reactants, conditions, products, and yield Starting materials: CCCCCC (hexane), C(C=CC1=CC=CC=C1)=O (cinnamaldehyde), [Cl-].C(C1=CC=CC=C1)OC1=C(C[P+](C2=CC=CC=C2)(C2=CC=CC=C2)C2=CC=CC=C2)C=CC=C1 (2-benzyloxybenzyltriphenylphosphonium chloride), N12CCCCCC2=NCCC1 (1,8-diazabicyclo[5,4,0]undec-7-ene). Run in C(C)#N (acetonitrile), C(C)(=O)OCC (ethyl acetate). Yields the product C(C1=CC=CC=C1)OC1=C(C=CC=C1)C=CC=CC1=CC=CC=C1 (1-(2-benzyloxyphenyl)-4-phenylbutadiene). Yield: 97.7%. RXN SMILES: [CH:1](=O)[CH:2]=[CH:3][C:4]1[CH:9]=[CH:8][CH:7]=[CH:6][CH:5]=1.[Cl-].[CH2:12]([O:19][C:20]1[CH:45]=[CH:44][CH:43]=[CH:42][C:21]=1[CH2:22][P+](C1C=CC=CC=1)(C1C=CC=CC=1)C1C=CC=CC=1)[C:13]1[CH:18]=[CH:17][CH:16]=[CH:15][CH:14]=1.N12CCCN=C1CCCCC2.CCCCCC>C(#N)C.C(OCC)(=O)C>[CH2:12]([O:19][C:20]1[CH:45]=[CH:44][CH:43]=[CH:42][C:21]=1[CH:22]=[CH:1][CH:2]=[CH:3][C:4]1[CH:9]=[CH:8][CH:7]=[CH:6][CH:5]=1)[C:13]1[CH:14]=[CH:15][CH:16]=[CH:17][CH:18]=1 |f:1.2|. Procedure details: 5.28 g of cinnamaldehyde and 19.8 g of 2-benzyloxybenzyltriphenylphosphonium chloride (prepared as described in Preparation 1) were dissolved, with heating, in 200 ml of acetonitrile, and then 6 g of 1,8-diazabicyclo[5,4,0]undec-7-ene were added dropwise to the solution. The resulting mixture was then heated under reflux for 3 hours. At the end of this time, the solvent was removed by distillation under reduced pressure, and the resulting residue was partitioned between ethyl acetate and water. ... Starting materials: NC=1C(=NC(=CC1)Br)C(=O)NC (3-amino-6-bromo-N-methylpyridine-2-carboxamide), NC=1C(=NC(=CC1)C=1C=NN(C1)CCCCO)C(=O)OCC (ethyl 3-amino-6-[1-(4-hydroxybutyl)-1H-pyrazol-4-yl]pyridine-2-carboxylate), NC=1C(=NC(=CC1)C=1C=NN(C1)CCCCO)C(=O)OCC (ethyl 3-amino-6-[1-(4-hydroxybutyl)-1H-pyrazol-4-yl]pyridine-2-carboxylate). Yields the product NC=1C(=NC(=CC1)C=1C=NN(C1)CCCCO)C(=O)NC (3-amino-6-[1-(4-hydroxybutyl)-1H-pyrazol-4-yl]-N-methylpyridine-2-carboxamide). The yield is 98.0%. Reaction SMILES: [NH2:1][C:2]1[C:3]([C:9]([NH:11][CH3:12])=[O:10])=[N:4][C:5](Br)=[CH:6][CH:7]=1.NC1C(C(OCC)=O)=NC([C:20]2[CH:21]=[N:22][N:23]([CH2:25][CH2:26][CH2:27][CH2:28][OH:29])[CH:24]=2)=CC=1>>[NH2:1][C:2]1[C:3]([C:9]([NH:11][CH3:12])=[O:10])=[N:4][C:5]([C:20]2[CH:21]=[N:22][N:23]([CH2:25][CH2:26][CH2:27][CH2:28][OH:29])[CH:24]=2)=[CH:6][CH:7]=1. Reported procedure: Prepared analogously to Compound 6D using ethyl 3-amino-6-[1-(4-hydroxybutyl)-1H-pyrazol-4-yl]pyridine-2-carboxylate (Compound 15D, 0.211 g, 0.69 mmol) to afford 196 mg of the title compound (98%). 1H NMR (400 MHz, CDCl3) δ 8.12 (br. s., 1H), 7.87 (s, 1H), 7.81 (s, 1H), 7.36 (d, J=8.6 Hz, 1H), 7.03 (d, J=8.6 Hz, 1H), 5.94 (br. s., 2H), 4.23 (t, J=6.9 Hz, 2H), 3.70 (q, J=5.9 Hz, 2H), 3.03 (d, J=5.1 Hz, 3H), 2.03 (quin, J=7.3 Hz, 2H), 1.60-1.67 (m, 3H). Reactants: c1ccc2c(c1)OCO2, O, O=[N+]([O-])O. Yields the product O=[N+]([O-])c1ccc2c(c1)OCO2. RXN SMILES: [CH2:5]1[O:6][c:7]2[c:8]([cH:9][cH:10][cH:11][cH:12]2)[O:13]1.[OH2:14].[OH:1][N+:2]([O-:3])=[O:4]>>[O-:1][N+:2](=[O:4])[c:10]1[cH:9][c:8]2[c:7]([cH:12][cH:11]1)[O:6][CH2:5][O:13]2. The reactants are BrCCCCl (1-bromo-3-chloropropane), COC(=O)C1=NC=C(C=C1)O (5-hydroxy-2-pyridinecarboxylic acid methyl ester), [H-].[Na+] (sodium hydride). Run in CN(C=O)C (dimethylformamide), CN(C=O)C (dimethylformamide), CN(C=O)C (dimethylformamide). The product is COC(=O)C1=NC=C(C=C1)OCCCCl (5-(3-chloropropoxy)-2 -pyridinecarboxylic acid methyl ester). Reaction SMILES: [CH3:1][O:2][C:3]([C:5]1[CH:10]=[CH:9][C:8]([OH:11])=[CH:7][N:6]=1)=[O:4].[H-].[Na+].Br[CH2:15][CH2:16][CH2:17][Cl:18]>CN(C)C=O>[CH3:1][O:2][C:3]([C:5]1[CH:10]=[CH:9][C:8]([O:11][CH2:15][CH2:16][CH2:17][Cl:18])=[CH:7][N:6]=1)=[O:4] |f:1.2|. Procedure details: The solution of 13.8 g of 5-hydroxy-2-pyridinecarboxylic acid methyl ester in 200 ml of dimethylformamide is added over a period of 45 minutes to a suspension of 4.3 g of sodium hydride in (57% mineral oil dispersion) 50 ml of dimethylformamide with stirring at room temperature. The mixture is stirred at room temperature for one hour and then is cooled to 5°-10°. To this cooled mixture is added a solution of 19.3 g of 1-bromo-3-chloropropane in 100 ml of dimethylformamide. The mixture is heated ... Starting materials: Cl, Cl, O=C1CCNCCN1CCCN1CCCCC1, O=C(O)C=Cc1cccc2ccccc12. Yields the product O=C(C=Cc1cccc2ccccc12)N1CCC(=O)N(CCCN2CCCCC2)CC1. RXN SMILES: [ClH:1].[ClH:2].[N:3]1([CH2:9][CH2:10][CH2:11][N:12]2[CH2:13][CH2:14][NH:15][CH2:16][CH2:17][C:18]2=[O:19])[CH2:4][CH2:5][CH2:6][CH2:7][CH2:8]1.[c:20]1([CH:30]=[CH:31][C:32](=[O:33])[OH:34])[cH:21][cH:22][cH:23][c:24]2[cH:25][cH:26][cH:27][cH:28][c:29]12>>[N:3]1([CH2:9][CH2:10][CH2:11][N:12]2[CH2:13][CH2:14][N:15]([C:32]([CH:31]=[CH:30][c:20]3[cH:21][cH:22][cH:23][c:24]4[cH:25][cH:26][cH:27][cH:28][c:29]34)=[O:33])[CH2:16][CH2:17][C:18]2=[O:19])[CH2:4][CH2:5][CH2:6][CH2:7][CH2:8]1. Reactants: C(CC(O)(C(=O)O)CC(=O)O)(=O)O (citric acid), [H-].[Na+] (Sodium hydride), [Si](C1=CC=CC=C1)(C1=CC=CC=C1)(C(C)(C)C)OCCOC[C@@H](C(=O)NC1=NC=C(C=C1)Cl)O ((S)-3-(2-(tert-butyldiphenylsilyloxy)ethoxy)-N-(5-chloropyridin-2-yl)-2-hydroxypropanamide), ClC=1C2=C(N=CN1)N(N=N2)C2=C(C=CC=C2)Cl (7-chloro-3-(2-chlorophenyl)-3H-[1,2,3]triazolo[4,5-d]pyrimidine). Run in C1CCOC1 (THF). Conditions: temperature 0 celsius, time 10 minute. Product: [Si](C1=CC=CC=C1)(C1=CC=CC=C1)(C(C)(C)C)OCCOC[C@@H](C(=O)NC1=NC=C(C=C1)Cl)OC=1C2=C(N=CN1)N(N=N2)C2=C(C=CC=C2)Cl ((2S)-3-(2-(tert-butyldiphenylsilyloxy)ethoxy)-2-(3-(2-chlorophenyl)-3H-[1,2,3]triazolo[4,5-d]pyrimidin-7-yloxy)-N-(5-chloropyridin-2-yl)propanamide). Yield: 99.5%. RXN SMILES: [H-].[Na+].[Si:3]([O:20][CH2:21][CH2:22][O:23][CH2:24][C@H:25]([OH:36])[C:26]([NH:28][C:29]1[CH:34]=[CH:33][C:32]([Cl:35])=[CH:31][N:30]=1)=[O:27])([C:16]([CH3:19])([CH3:18])[CH3:17])([C:10]1[CH:15]=[CH:14][CH:13]=[CH:12][CH:11]=1)[C:4]1[CH:9]=[CH:8][CH:7]=[CH:6][CH:5]=1.Cl[C:38]1[C:39]2[N:46]=[N:45][N:44]([C:47]3[CH:52]=[CH:51][CH:50]=[CH:49][C:48]=3[Cl:53])[C:40]=2[N:41]=[CH:42][N:43]=1.C(O)(=O)CC(CC(O)=O)(C(O)=O)O>C1COCC1>[Si:3]([O:20][CH2:21][CH2:22][O:23][CH2:24][C@H:25]([O:36][C:38]1[C:39]2[N:46]=[N:45][N:44]([C:47]3[CH:52]=[CH:51][CH:50]=[CH:49][C:48]=3[Cl:53])[C:40]=2[N:41]=[CH:42][N:43]=1)[C:26]([NH:28][C:29]1[CH:34]=[CH:33][C:32]([Cl:35])=[CH:31][N:30]=1)=[O:27])([C:16]([CH3:17])([CH3:18])[CH3:19])([C:10]1[CH:11]=[CH:12][CH:13]=[CH:14][CH:15]=1)[C:4]1[CH:5]=[CH:6][CH:7]=[CH:8][CH:9]=1 |f:0.1|. Procedure details: Sodium hydride (38.5 mg, 0.96 mmol) was added to (S)-3-(2-(tert-butyldiphenylsilyloxy)ethoxy)-N-(5-chloropyridin-2-yl)-2-hydroxypropanamide (Intermediate AU3) (200 mg, 0.40 mmol) in anhydrous THF (5 mL) at 0° C. under nitrogen. The resulting solution was stirred at 0° C. for 10 minutes and then 7-chloro-3-(2-chlorophenyl)-3H-[1,2,3]triazolo[4,5-d]pyrimidine (Intermediate AP2) (107 mg, 0.40 mmol) was added. The reaction mixture was allowed to warm to room temperature and stirred for 1 hour. The r... Starting materials: FC(C1=CC(=NC=2N1N=CC2C(=O)O)C2=CC=C(C=C2)C(F)(F)F)(F)F (7-trifluoromethyl-5-(4-trifluoromethyl-phenyl)-pyrazolo[1,5-a]pyrimidine-3-carboxylic acid), ONC(C1=CC(=CC=C1)S(N)(=O)=O)=N (N-hydroxy-3-sulfamoyl-benzamidine). Yields the product FC(C1=CC(=NC=2N1N=CC2C2=NC(=NO2)C=2C=C(C=CC2)S(=O)(=O)N)C2=CC=C(C=C2)C(F)(F)F)(F)F (3-{5-[7-Trifluoromethyl-5-(4-trifluoromethyl-phenyl)-pyrazolo[1,5-a]pyrimidin-3-yl]-[1,2,4]oxadiazol-3-yl}-benzenesulfonamide). As a reaction SMILES: [F:1][C:2]([F:26])([F:25])[C:3]1[N:8]2[N:9]=[CH:10][C:11]([C:12](O)=O)=[C:7]2[N:6]=[C:5]([C:15]2[CH:20]=[CH:19][C:18]([C:21]([F:24])([F:23])[F:22])=[CH:17][CH:16]=2)[CH:4]=1.[OH:27][NH:28][C:29](=[NH:40])[C:30]1[CH:35]=[CH:34][CH:33]=[C:32]([S:36](=[O:39])(=[O:38])[NH2:37])[CH:31]=1>>[F:26][C:2]([F:1])([F:25])[C:3]1[N:8]2[N:9]=[CH:10][C:11]([C:12]3[O:27][N:28]=[C:29]([C:30]4[CH:31]=[C:32]([S:36]([NH2:37])(=[O:38])=[O:39])[CH:33]=[CH:34][CH:35]=4)[N:40]=3)=[C:7]2[N:6]=[C:5]([C:15]2[CH:16]=[CH:17][C:18]([C:21]([F:24])([F:23])[F:22])=[CH:19][CH:20]=2)[CH:4]=1. Reported procedure: The title compound was prepared from 7-trifluoromethyl-5-(4-trifluoromethyl-phenyl)-pyrazolo[1,5-a]pyrimidine-3-carboxylic acid (example C.2) (188 mg, 0.5 mmol) and N-hydroxy-3-sulfamoyl-benzamidine [CAS-No. 9000-88-7] (161 mg, 0.75 mmol) according to general procedure II. Obtained after purification by column chromatography (dichloromethane/MeOH/NH4OH) and crystallization (ethyl acetate/MeOH/hexane) as a yellow solid (175 mg, 63%). MS (ISN) 552.8 [(M−H)−]; mp 262° C.